This data is from the Open Reaction Database (ORD), a public repository of structured organic reaction records. The task is: describe an organic reaction: reactants, conditions, products, and yield The reactants are CCOC(C)=O, [Cl-], Nn1ccc2cc(F)ccc21, [K+], [K+], O=C([O-])[O-], O, O=C(O)c1cnc(-c2ccccn2)nc1. Yields the product O=C(Nn1ccc2cc(F)ccc21)c1cnc(-c2ccccn2)nc1. As a reaction SMILES: [CH3:34][CH2:35][O:36][C:37]([CH3:38])=[O:39].[Cl-:1].[F:17][c:18]1[cH:19][c:20]2[cH:21][cH:22][n:23]([NH2:27])[c:24]2[cH:25][cH:26]1.[K+:28].[K+:29].[O-:30][C:31]([O-:32])=[O:33].[OH2:40].[n:2]1[c:3](-[c:8]2[n:9][cH:10][c:11]([C:14](=[O:15])[OH:16])[cH:12][n:13]2)[cH:4][cH:5][cH:6][cH:7]1>>[n:2]1[c:3](-[c:8]2[n:9][cH:10][c:11]([C:14](=[O:16])[NH:27][n:23]3[cH:22][cH:21][c:20]4[cH:19][c:18]([F:17])[cH:26][cH:25][c:24]43)[cH:12][n:13]2)[cH:4][cH:5][cH:6][cH:7]1.